Dataset: the Open Reaction Database (ORD), a public repository of structured organic reaction records. Task: describe an organic reaction: reactants, conditions, products, and yield Starting materials: FC1(CC(C1)(C(=O)OCC1=CC=CC=C1)C)F (Benzyl 3,3-difluoro-1-methylcyclobutanecarboxylate), aq. solution, [OH-].[Na+] (NaOH). Run in C(C)O (ethanol). Reaction conditions: time 4 hour. Yields the product FC1(CC(C1)(C(=O)O)C)F (3,3-Difluoro-1-methylcyclobutanecarboxylic acid). Isolated yield 66.7%. As a reaction SMILES: [F:1][C:2]1([F:17])[CH2:5][C:4]([CH3:16])([C:6]([O:8]CC2C=CC=CC=2)=[O:7])[CH2:3]1.[OH-].[Na+]>C(O)C>[F:1][C:2]1([F:17])[CH2:5][C:4]([CH3:16])([C:6]([OH:8])=[O:7])[CH2:3]1 |f:1.2|. Reported procedure: To a solution of Intermediate 296A (1.2 g, 4.99 mmol) in ethanol (5 mL) was added a 5N aq. solution of NaOH (4.99 mL, 24.97 mmol) and the reaction mixture was stirred at RT for 4 h. The reaction mixture was concentrated under reduced pressure; the residue was dissolved in water and extracted with diethyl ether (3×5 mL) The pH of the aqueous solution was adjusted to 7.0 using a 2N aq. solution of HCl and extracted with DCM (3×10 mL). The combined organic layers were dried over Na2SO4, filtered an...